This data is from the Open Reaction Database (ORD), a public repository of structured organic reaction records. The task is: describe an organic reaction: reactants, conditions, products, and yield The reactants are ClC1=CC(=NC2=C(C=CC=C12)OC)C (4-Chloro-8-methoxy-2-methylquinoline), ClC1=CC=C(C=C1)C(CN(C)C)N (1-(4-chlorophenyl)N*2*,N*2*-dimethylethane-1,2-diamine), sodium tert-butylate, tris(dibenzylidenaceton) dipalladium(0), 2-dicyclohexyl-phosphino-2(N,N-dimethylamino)biphenyl. Run in C(C)(=O)OCC (ethyl acetate). Product: Cl.Cl.ClC1=CC=C(C=C1)C(CN(C)C)NC1=CC(=NC2=C(C=CC=C12)OC)C ((rac)-1-(4-Chlorophenyl)-N*1*-(8-methoxy-2-methylquinolin-4-yl)-N*2*,N*2*-dimethylethane-1,2-diamine dihydrochloride). Yield: 60.4%. RXN SMILES: [Cl:1][C:2]1[C:11]2[C:6](=[C:7]([O:12][CH3:13])[CH:8]=[CH:9][CH:10]=2)[N:5]=[C:4]([CH3:14])[CH:3]=1.[Cl:15][C:16]1[CH:21]=[CH:20][C:19]([CH:22]([NH2:27])[CH2:23][N:24]([CH3:26])[CH3:25])=[CH:18][CH:17]=1>C(OCC)(=O)C>[ClH:1].[ClH:15].[Cl:15][C:16]1[CH:17]=[CH:18][C:19]([CH:22]([NH:27][C:2]2[C:11]3[C:6](=[C:7]([O:12][CH3:13])[CH:8]=[CH:9][CH:10]=3)[N:5]=[C:4]([CH3:14])[CH:3]=2)[CH2:23][N:24]([CH3:25])[CH3:26])=[CH:20][CH:21]=1 |f:3.4.5|. Procedure details: 4-Chloro-8-methoxy-2-methylquinoline (2.00 g, 9.63 mmole), 1-(4-chlorophenyl)N*2*,N*2*-dimethylethane-1,2-diamine (2.30 g, 11.6 mmole), sodium tert-butylate (1.3 g, 13.5 mmole), tris(dibenzylidenaceton)-dipalladium(0) (0.18 g, 0.193 mmole) and 2-dicyclohexyl-phosphino-2(N,N-dimethylamino)biphenyl (0.27 g, 0.674 mmole) were stirred at 150° C. under nitrogen atmosphere in a microwave oven for 30 min. The reaction mixture was dissolved in ethyl acetate and filtered. The filtrate was extracted with ... Reactants: Brc1cccnc1, CC(C)(C)[O-], CC(C)(C)OC(=O)N1CCC2CNC2C1, [Na+], O=C(C=Cc1ccccc1)C=Cc1ccccc1, O=C(C=Cc1ccccc1)C=Cc1ccccc1, O=C(C=Cc1ccccc1)C=Cc1ccccc1, [Pd], [Pd], c1ccc(P(c2ccccc2)c2ccc3ccccc3c2-c2c(P(c3ccccc3)c3ccccc3)ccc3ccccc23)cc1. The product is CC(C)(C)OC(=O)N1CCC2CN(c3cccnc3)C2C1. RXN SMILES: [Br:62][c:63]1[cH:64][n:65][cH:66][cH:67][cH:68]1.[CH3:69][C:70]([CH3:71])([O-:72])[CH3:73].[CH:1]12[CH2:2][N:3]([C:9](=[O:10])[O:11][C:12]([CH3:13])([CH3:14])[CH3:15])[CH2:4][CH2:5][CH:6]1[CH2:7][NH:8]2.[Na+:74].[O:113]=[C:114]([CH:115]=[CH:116][c:117]1[cH:118][cH:119][cH:120][cH:121][cH:122]1)[CH:123]=[CH:124][c:125]1[cH:126][cH:127][cH:128][cH:129][cH:130]1.[O:77]=[C:78]([CH:79]=[CH:80][c:81]1[cH:82][cH:83][cH:84][cH:85][cH:86]1)[CH:87]=[CH:88][c:89]1[cH:90][cH:91][cH:92][cH:93][cH:94]1.[O:95]=[C:96]([CH:97]=[CH:98][c:99]1[cH:100][cH:101][cH:102][cH:103][cH:104]1)[CH:105]=[CH:106][c:107]1[cH:108][cH:109][cH:110][cH:111][cH:112]1.[Pd:75].[Pd:76].[cH:16]1[cH:17][cH:18][c:19]([P:20]([c:21]2[cH:22][cH:23][c:24]3[c:25]([cH:26][cH:27][cH:28][cH:29]3)[c:30]2-[c:31]2[c:32]3[c:33]([cH:34][cH:35][cH:36][cH:37]3)[cH:38][cH:39][c:40]2[P:41]([c:42]2[cH:43][cH:44][cH:45][cH:46][cH:47]2)[c:48]2[cH:49][cH:50][cH:51][cH:52][cH:53]2)[c:54]2[cH:55][cH:56][cH:57][cH:58][cH:59]2)[cH:60][cH:61]1>>[CH:1]12[CH2:2][N:3]([C:9](=[O:10])[O:11][C:12]([CH3:13])([CH3:14])[CH3:15])[CH2:4][CH2:5][CH:6]1[CH2:7][N:8]2[c:63]1[cH:64][n:65][cH:66][cH:67][cH:68]1. Reactants: N#Cc1ccc(Oc2cc(Br)cnc2NC(=S)NC(=O)c2ccccc2)cc1, CO, [Na+], [OH-]. Product: N#Cc1ccc(Oc2cc(Br)cnc2NC(N)=S)cc1. As a reaction SMILES: [C:3](=[O:4])([c:5]1[cH:6][cH:7][cH:8][cH:9][cH:10]1)[NH:11][C:12](=[S:13])[NH:14][c:15]1[n:16][cH:17][c:18]([Br:30])[cH:19][c:20]1[O:21][c:22]1[cH:23][cH:24][c:25]([C:28]#[N:29])[cH:26][cH:27]1.[CH3:31][OH:32].[Na+:2].[OH-:1]>>[NH2:11][C:12](=[S:13])[NH:14][c:15]1[n:16][cH:17][c:18]([Br:30])[cH:19][c:20]1[O:21][c:22]1[cH:23][cH:24][c:25]([C:28]#[N:29])[cH:26][cH:27]1. Starting materials: C[C@@H]1N(CCCC1)C1=NN=C2N1C=C(C=C2)O[C@@H]2CC[C@@H](C1=CC=CC=C21)N ((1S,4R)-4-[3-((S)-2-Methyl-piperidin-1-yl)-[1,2,4]triazolo[4,3-a]pyridin-6-yloxy]-1,2,3,4-tetrahydro-naphthalen-1-ylamine), C[C@@H]1N([C@@H](CCC1)C)C1=NN=C2N1C=C(C=C2)O[C@@H]2CC[C@@H](C1=CC=CC=C21)NC(NC2=CC(=NN2C=2C=NN(C2)CCOS(=O)(=O)C)C(C)C)=O (Methanesulfonic acid 2-[5-(3-{(1S,4R)-4-[3-((2S,6R)-2,6-dimethyl-piperidin-1-yl)-[1,2,4]triazolo[4,3-a]pyridin-6-yloxy]-1,2,3,4-tetrahydro-naphthalen-1-yl}-ureido)-3-isopropyl-[1,4′]bipyrazolyl-1′-yl]-ethyl ester). Product: C(C)(C)C1=NN(C(=C1)NC(=O)N[C@H]1CC[C@H](C2=CC=CC=C12)OC=1C=CC=2N(C1)C(=NN2)N2[C@H](CCCC2)C)C=2C=NN(C2)CCOS(=O)(=O)C (Methanesulfonic acid 2-[3-isopropyl-5-(3-{(1S,4R)-4-[3-((S)-2-methyl-piperidin-1-yl)-[1,2,4]triazolo[4,3-a]pyridin-6-yloxy]-1,2,3,4-tetrahydro-naphthalen-1-yl}-ureido)-[1,4′]bipyrazolyl-1′-yl]-ethyl ester). As a reaction SMILES: C[C@H]1CCCCN1C1N2C=C(O[C@H]3C4C(=CC=CC=4)[C@@H](N)CC3)C=CC2=NN=1.[CH3:29][C@H:30]1[CH2:35][CH2:34][CH2:33][C@@H:32](C)[N:31]1[C:37]1[N:41]2[CH:42]=[C:43]([O:46][C@H:47]3[C:56]4[C:51](=[CH:52][CH:53]=[CH:54][CH:55]=4)[C@@H:50]([NH:57][C:58](=[O:80])[NH:59][C:60]4[N:64]([C:65]5[CH:66]=[N:67][N:68]([CH2:70][CH2:71][O:72][S:73]([CH3:76])(=[O:75])=[O:74])[CH:69]=5)[N:63]=[C:62]([CH:77]([CH3:79])[CH3:78])[CH:61]=4)[CH2:49][CH2:48]3)[CH:44]=[CH:45][C:40]2=[N:39][N:38]=1>>[CH:77]([C:62]1[CH:61]=[C:60]([NH:59][C:58]([NH:57][C@@H:50]2[C:51]3[C:56](=[CH:55][CH:54]=[CH:53][CH:52]=3)[C@H:47]([O:46][C:43]3[CH:44]=[CH:45][C:40]4[N:41]([C:37]([N:31]5[CH2:32][CH2:33][CH2:34][CH2:35][C@@H:30]5[CH3:29])=[N:38][N:39]=4)[CH:42]=3)[CH2:48][CH2:49]2)=[O:80])[N:64]([C:65]2[CH:66]=[N:67][N:68]([CH2:70][CH2:71][O:72][S:73]([CH3:76])(=[O:75])=[O:74])[CH:69]=2)[N:63]=1)([CH3:78])[CH3:79]. Procedure details: The title compound was prepared starting from Intermediate 2 (150 mg, 0.397 mmol), and Intermediate Ac (163 mg, 0.397 mmol) by using an analogous procedure to that described for Intermediate A step d. LCMS (Method 3): Rt 3.21 min, m/z=639 [MH+]. Reactants: CC(C)(C)OC(=O)N1CCCC(NC(=O)c2cn(-c3cccc(F)c3)cc2NC(N)=O)C1, COCCCN. The product is COCCCNC(=O)Nc1cn(-c2cccc(F)c2)cc1C(=O)NC1CCCN(C(=O)OC(C)(C)C)C1. RXN SMILES: [C:1]([CH3:2])([CH3:3])([CH3:4])[O:5][C:6](=[O:7])[N:8]1[CH2:9][CH:10]([NH:14][C:15](=[O:16])[c:17]2[cH:18][n:19](-[c:26]3[cH:27][c:28]([F:32])[cH:29][cH:30][cH:31]3)[cH:20][c:21]2[NH:22][C:23](=[O:24])[NH2:25])[CH2:11][CH2:12][CH2:13]1.[CH3:33][O:34][CH2:35][CH2:36][CH2:37][NH2:38]>>[C:1]([CH3:2])([CH3:3])([CH3:4])[O:5][C:6](=[O:7])[N:8]1[CH2:9][CH:10]([NH:14][C:15](=[O:16])[c:17]2[cH:18][n:19](-[c:26]3[cH:27][c:28]([F:32])[cH:29][cH:30][cH:31]3)[cH:20][c:21]2[NH:22][C:23](=[O:24])[NH:25][CH2:37][CH2:36][CH2:35][O:34][CH3:33])[CH2:11][CH2:12][CH2:13]1. Reactants: BrC=1C=CC(=C(C1)[C@@]12N=C(SC[C@@H]1CCO2)NC(OC(C)(C)C)=O)F (tert-butyl ((4aR,7aR)-7a-(5-bromo-2-fluorophenyl)-4a,5,6,7a-tetrahydro-4H-furo[2,3-d][1,3]thiazin-2-yl)carbamate), [N-]=[N+]=[N-].[Na+] (sodium azide), trans-1,2-(bismethylamino)cyclohexane, [Na].O=C1C(O)=C(O)[C@H](O1)[C@@H](O)CO (L-ascorbic acid sodium salt). Reagents/catalysts: O.O.O.O.O.S(=O)(=O)([O-])[O-].[Cu+2] (copper(II) sulfate pentahydrate). Solvent: O (Water), C(C)O (ethanol), O (water). Reaction conditions: temperature 80 celsius. Product: N(=[N+]=[N-])C=1C=CC(=C(C1)[C@@]12N=C(SC[C@@H]1CCO2)NC(OC(C)(C)C)=O)F (tert-butyl ((4aR,7aR)-7a-(5-azido-2-fluorophenyl)-4a,5,6,7a-tetrahydro-4H-furo[2,3-d][1,3]thiazin-2-yl)carbamate). The yield is 36.5%. Reaction SMILES: Br[C:2]1[CH:3]=[CH:4][C:5]([F:25])=[C:6]([C@:8]23[O:16][CH2:15][CH2:14][C@H:13]2[CH2:12][S:11][C:10]([NH:17][C:18](=[O:24])[O:19][C:20]([CH3:23])([CH3:22])[CH3:21])=[N:9]3)[CH:7]=1.[N-:26]=[N+:27]=[N-:28].[Na+].[Na].O=C1O[C@H]([C@H](CO)O)C(O)=C1O>C(O)C.O.O.O.O.O.O.S([O-])([O-])(=O)=O.[Cu+2]>[N:26]([C:2]1[CH:3]=[CH:4][C:5]([F:25])=[C:6]([C@:8]23[O:16][CH2:15][CH2:14][C@H:13]2[CH2:12][S:11][C:10]([NH:17][C:18](=[O:24])[O:19][C:20]([CH3:23])([CH3:22])[CH3:21])=[N:9]3)[CH:7]=1)=[N+:27]=[N-:28] |f:1.2,3.4,7.8.9.10.11.12.13,^1:29|. Reported procedure: A suspension of tert-butyl ((4aR,7aR)-7a-(5-bromo-2-fluorophenyl)-4a,5,6,7a-tetrahydro-4H-furo[2,3-d][1,3]thiazin-2-yl)carbamate (300 mg, 0.696 mmol), sodium azide (274 mg, 4.21 mmol), trans-1,2-(bismethylamino)cyclohexane (0.073 mL, 0.464 mmol), 0.66 M aqueous L-ascorbic acid sodium salt (0.780 mL, 0.515 mmol) and 0.33 M aqueous copper(II) sulfate pentahydrate (0.936 mL, 0.309 mmol) in ethanol (3.6 mL) and water (0.70 mL) was heated to 80° C. for 1 h. Water was added and the aqueous layer was e... Reaction SMILES: [F:1][C:2]1[CH:7]=[CH:6][C:5]([CH:8]2[O:12]C(=O)[NH:10][CH:9]2[CH2:14][C:15]2[CH:20]=[CH:19][CH:18]=[C:17]([O:21][CH:22]([CH3:24])[CH3:23])[CH:16]=2)=[CH:4][CH:3]=1.[OH-].[Na+]>C(O)C>[NH2:10][CH:9]([CH2:14][C:15]1[CH:20]=[CH:19][CH:18]=[C:17]([O:21][CH:22]([CH3:24])[CH3:23])[CH:16]=1)[CH:8]([C:5]1[CH:4]=[CH:3][C:2]([F:1])=[CH:7][CH:6]=1)[OH:12] |f:1.2|. The solvent is C(C)O (ethanol). Yields the product NC(C(O)C1=CC=C(C=C1)F)CC1=CC(=CC=C1)OC(C)C ((1RS,2SR)-2-amino-1-(4-fluorophenyl)-3-[3-(isopropyloxy)phenyl]-1-propanol). Reactants: FC1=CC=C(C=C1)C1C(NC(O1)=O)CC1=CC(=CC=C1)OC(C)C ((4RS,5SR)-5-(4-fluorophenyl)-4-[3-(isopropyloxy)benzyl]-1,3-oxazolidin-2-one), [OH-].[Na+] (sodium hydroxide). Procedure details: To a solution of (4RS,5SR)-5-(4-fluorophenyl)-4-[3-(isopropyloxy)benzyl]-1,3-oxazolidin-2-one (5.85 g, 17.8 mmol) in ethanol (30 ml) was added 8N aqueous sodium hydroxide solution (8.9 ml, 71.0 mmol), and the mixture was heated under reflux for 5 hrs. The reaction solution-was concentrated under reduced pressure. To the solution was added water (100 ml) and the mixture was extracted with ethyl acetate (100 ml×2). The extract was washed with water, dried over anhydrous magnesium sulfate and evapo... Starting materials: OC=1C=C(C=O)C=CC1 (3-hydroxybenzaldehyde), ICC (1-iodoethane), C([O-])([O-])=O.[Cs+].[Cs+] (cesium carbonate). Run in [Cl-].[Na+].O (brine), CS(=O)C (DMSO). Yields the product C(C)OC=1C=C(C=O)C=CC1 (3-Ethoxybenzaldehyde). RXN SMILES: [OH:1][C:2]1[CH:3]=[C:4]([CH:7]=[CH:8][CH:9]=1)[CH:5]=[O:6].I[CH2:11][CH3:12].C(=O)([O-])[O-].[Cs+].[Cs+]>CS(C)=O.[Cl-].[Na+].O>[CH2:11]([O:1][C:2]1[CH:3]=[C:4]([CH:7]=[CH:8][CH:9]=1)[CH:5]=[O:6])[CH3:12] |f:2.3.4,6.7.8|. Reported procedure: Combine 3-hydroxybenzaldehyde (5.6 g, 46 mmol) and 1-iodoethane (10.7 g, 69 mmol) in DMSO (25 mL) and warm to 80° C. Treat with of cesium carbonate (22.4 g, 69 mmol) in portions. During the addition the temperature begin to rise so the bath is removed. Stir the reaction at 80° C. for 1 hour, pour into 200 mL brine and extract twice with 150 mL diethyl ether. Wash the combine extracts twice with 200 mL brine, dry over MgSO4 and concentrate under vacuum to give an oil. Purification by chromatograp... The reactants are Cc1nc(S(C)(=O)=O)nc2c1ccc(=O)n2-c1ccc(C(=O)NCc2ccccc2)cc1, C1CNCCN1, C1CCOC1. Yields the product Cc1nc(N2CCNCC2)nc2c1ccc(=O)n2-c1ccc(C(=O)NCc2ccccc2)cc1. As a reaction SMILES: [CH2:1]([c:2]1[cH:3][cH:4][cH:5][cH:6][cH:7]1)[NH:8][C:9]([c:10]1[cH:11][cH:12][c:13](-[n:16]2[c:17](=[O:31])[cH:18][cH:19][c:20]3[c:21]2[n:22][c:23]([S:27]([CH3:28])(=[O:29])=[O:30])[n:24][c:25]3[CH3:26])[cH:14][cH:15]1)=[O:32].[CH2:33]1[CH2:34][NH:35][CH2:36][CH2:37][NH:38]1.[CH2:39]1[O:40][CH2:41][CH2:42][CH2:43]1>>[CH2:1]([c:2]1[cH:3][cH:4][cH:5][cH:6][cH:7]1)[NH:8][C:9]([c:10]1[cH:11][cH:12][c:13](-[n:16]2[c:17](=[O:31])[cH:18][cH:19][c:20]3[c:21]2[n:22][c:23]([N:35]2[CH2:34][CH2:33][NH:38][CH2:37][CH2:36]2)[n:24][c:25]3[CH3:26])[cH:14][cH:15]1)=[O:32].